Dataset: the Open Reaction Database (ORD), a public repository of structured organic reaction records. Task: describe an organic reaction: reactants, conditions, products, and yield Reaction SMILES: [CH2:23]([OH:24])[CH3:25].[CH3:15][C:16](=[O:17])[O-:18].[CH3:1][O:2][c:3]1[n:4][c:5]2[c:10]([cH:11][cH:12]1)[CH2:9][C:8](=[O:13])[CH2:7][CH2:6]2.[ClH:19].[NH2:20][OH:21].[Na+:14].[OH2:22]>>[CH3:1][O:2][c:3]1[n:4][c:5]2[c:10]([cH:11][cH:12]1)[CH2:9][C:8](=[N:20][OH:21])[CH2:7][CH2:6]2. Yields the product COc1ccc2c(n1)CCC(=NO)C2. Reactants: CCO, CC(=O)[O-], COc1ccc2c(n1)CCC(=O)C2, Cl, NO, [Na+], O. Reactants: Cl.Cl.N1CC(CCC1)NC(=O)NC=1N=C2C(=NC1)N(C=C2)COCC[Si](C)(C)C (1-piperidin-3-yl-3-[5-(2-trimethylsilanyl-ethoxymethyl)-5H-pyrrolo[2,3-b]pyrazin-2-yl]-urea dihydrochloride), CC(CS(=O)(=O)Cl)C (2-methyl-propane-1-sulfonyl chloride). Product: CC(CS(=O)(=O)N1C[C@@H](CCC1)NC(=O)NC=1N=C2C(=NC1)N(C=C2)COCC[Si](C)(C)C)C (1-[(R)-1-(2-Methyl-propane-1-sulfonyl)-piperidin-3-yl]-3-[5-(2-trimethylsilanyl-ethoxymethyl)-5H-pyrrolo[2,3-b]pyrazin-2-yl]-urea). Reaction SMILES: Cl.Cl.[NH:3]1[CH2:8][CH2:7][CH2:6][CH:5]([NH:9][C:10]([NH:12][C:13]2[N:14]=[C:15]3[CH:21]=[CH:20][N:19]([CH2:22][O:23][CH2:24][CH2:25][Si:26]([CH3:29])([CH3:28])[CH3:27])[C:16]3=[N:17][CH:18]=2)=[O:11])[CH2:4]1.[CH3:30][CH:31]([CH3:37])[CH2:32][S:33](Cl)(=[O:35])=[O:34]>>[CH3:30][CH:31]([CH3:37])[CH2:32][S:33]([N:3]1[CH2:8][CH2:7][CH2:6][C@@H:5]([NH:9][C:10]([NH:12][C:13]2[N:14]=[C:15]3[CH:21]=[CH:20][N:19]([CH2:22][O:23][CH2:24][CH2:25][Si:26]([CH3:29])([CH3:28])[CH3:27])[C:16]3=[N:17][CH:18]=2)=[O:11])[CH2:4]1)(=[O:35])=[O:34] |f:0.1.2|. Procedure: 1-[(R)-1-(2-Methyl-propane-1-sulfonyl)-piperidin-3-yl]-3-[5-(2-trimethylsilanyl-ethoxymethyl)-5H-pyrrolo[2,3-b]pyrazin-2-yl]-urea was prepared in the same manner from 1-piperidin-3-yl-3-[5-(2-trimethylsilanyl-ethoxymethyl)-5H-pyrrolo[2,3-b]pyrazin-2-yl]-urea dihydrochloride and 2-methyl-propane-1-sulfonyl chloride. Reactants: Cl.ClC=1C=C(C=CC1)C(C(OCC)=N)O (ethyl 1-(3-chlorophenyl)-1-hydroxymethanecarboximidate hydrochloride), O1CCCC1 (tetrahydrofuran). Run in C1(=CC=CC=C1)C (toluene). The product is ClC=1C=C(C=CC1)C1C(NC(O1)=O)=O (5-(3-Chlorophenyl)oxazolidine-2,4-dione). RXN SMILES: Cl.[Cl:2][C:3]1[CH:4]=[C:5]([CH:9]([OH:15])[C:10](=[NH:14])[O:11]CC)[CH:6]=[CH:7][CH:8]=1.[O:16]1CCC[CH2:17]1>C1(C)C=CC=CC=1>[Cl:2][C:3]1[CH:4]=[C:5]([CH:9]2[O:15][C:17](=[O:16])[NH:11][C:10]2=[O:14])[CH:6]=[CH:7][CH:8]=1 |f:0.1|. Reported procedure: By the procedure of Example 3, ethyl 1-(3-chlorophenyl)-1-hydroxymethanecarboximidate hydrochloride (9 g., 38 moles) in 250 ml. of tetrahydrofuran was converted to toluene recrystallized 5-(3-chlorophenyl)oxazolidine-2,4-dione (4.5 g., 56%, m.p. 142°-144° C.) Reactants: Cl (hydrochloric acid), Cl (hydrochloric acid), NCCCCCCCCCC(=O)O (10-aminodecanoic acid), [OH-].[Na+] (sodium hydroxide), ClC1=C(C(C(=O)[O-])=CC(=C1)Cl)O (3,5-dichlorosalicylate), ethyl ester, [OH-].[Na+] (sodium hydroxide), ethyl ester. Solvent: O1CCOCC1 (dioxane), O1CCOCC1 (dioxane). Run at temperature 90 celsius. Yields the product ClC1=C(C(C(=O)NCCCCCCCCCC(=O)O)=CC(=C1)Cl)O (N-(3,5-dichlorosalicyloyl)-10-aminodecanoic acid). RXN SMILES: [NH2:1][CH2:2][CH2:3][CH2:4][CH2:5][CH2:6][CH2:7][CH2:8][CH2:9][CH2:10][C:11]([OH:13])=[O:12].[OH-].[Na+].[Cl:16][C:17]1[CH:25]=[C:24]([Cl:26])[CH:23]=[C:19]([C:20]([O-])=[O:21])[C:18]=1[OH:27].Cl>O1CCOCC1>[Cl:16][C:17]1[CH:25]=[C:24]([Cl:26])[CH:23]=[C:19]([C:20]([NH:1][CH2:2][CH2:3][CH2:4][CH2:5][CH2:6][CH2:7][CH2:8][CH2:9][CH2:10][C:11]([OH:13])=[O:12])=[O:21])[C:18]=1[OH:27] |f:1.2|. Reported procedure: A slurry of 3.0 g of (16.0 mmol, 1.1 eq) 10-aminodecanoic acid, 9 ml (18.0 mmol, 1.13 eq) of 2 N aqueous sodium hydroxide and 30 ml of dioxane was added to a white slurry of 3.97 g (20.8 mmol, 1.3 eq) of oligo (3,5-dichlorosalicylate) and 30 ml of dioxane in a 250 mL round bottom flask equipped with a magnetic stir bar and reflux condenser. The reaction mixture was heated to 90° C. for 20 hours (at which time no further change was observed, by HPLC). The reaction mixture was cooled to 25° C. and... Starting materials: S(O)(O)(=O)=O (sulfuric acid), ClC1=C(C(=O)Cl)C=CC=C1 (2-chlorobenzoyl chloride), BrC(C(=O)OCC)(C)C (ethyl 2-bromoisobutyrate), resultant mixture. Reagents/catalysts: [Zn] (zinc). The solvent is CCOCC (ether). The product is ClC1=C(C=CC=C1)C(C(C)(C(=O)OCC)C)=O (2′-Chloro-2-methyl-2-carboethoxy propiophenone). Isolated yield 55.1%. Reaction SMILES: [Cl:1][C:2]1[CH:10]=[CH:9][CH:8]=[CH:7][C:3]=1[C:4](Cl)=[O:5].Br[C:12]([CH3:19])([CH3:18])[C:13]([O:15][CH2:16][CH3:17])=[O:14].S(=O)(=O)(O)O>[Zn].CCOCC>[Cl:1][C:2]1[CH:10]=[CH:9][CH:8]=[CH:7][C:3]=1[C:4](=[O:5])[C:12]([CH3:19])([C:13]([O:15][CH2:16][CH3:17])=[O:14])[CH3:18]. Procedure: A mixture of 2-chlorobenzoyl chloride (52.2 g, 0.298 mol), ethyl 2-bromoisobutyrate (58.2 g, 0.298 mol) and ether is added in portions to zinc foil (19.5 g, 0.298 mol) and the resultant mixture stirred at reflux for three hours and overnight at room temperature. The mixture is poured into cold, dilute sulfuric acid and the organic layer is washed with saturated sodium bicarbonate and brine, dried over anhydrous magnesium sulfate and concentrated in vacuo to a yellow oil. The oil is chromatograph... Reactants: N(=O)[O-].[Na+] (NaNO2), NC1=CC=C2C=CC(=CC2=C1)S(=O)(=O)[O-].[Na+] (sodium 7-aminonaphthalene-2-sulfonate), Cl (HCl), Cl (HCl). Reagents/catalysts: Cl[Cu] (CuCl). Run in O (water), O (water), O (water). Reaction conditions: time 30 minute. Product: ClC1=CC=C2C=CC(=CC2=C1)S(=O)(=O)O (7-Chloronaphthalene-2-sulfonic acid). Isolated yield 85.0%. RXN SMILES: N[C:2]1[CH:11]=[C:10]2[C:5]([CH:6]=[CH:7][C:8]([S:12]([O-:15])(=[O:14])=[O:13])=[CH:9]2)=[CH:4][CH:3]=1.[Na+].N([O-])=O.[Na+].[ClH:21]>O.Cl[Cu]>[Cl:21][C:2]1[CH:11]=[C:10]2[C:5]([CH:6]=[CH:7][C:8]([S:12]([OH:15])(=[O:14])=[O:13])=[CH:9]2)=[CH:4][CH:3]=1 |f:0.1,2.3|. Procedure: A solution of sodium 7-aminonaphthalene-2-sulfonate (Pfaltz and Bauer, 1.00 g, 4.08 mmol) in water (6.0 mL) and conc. HCl (6.0 mL) was cooled to 0° C. A premixed solution of NaNO2 (295 mg, 4.28 mmol) in water (3.0 mL) was added slowly, maintaining the temperature close to 0° C. The resulting reaction mixture was stirred at room temperature for 30 min. A solution of CuCl (807 mg, 8.16 mmol) in water (1.0 mL) and conc. HCl (4.0 mL) was then added dropwise over 30 min, maintaining the temperature c... Starting materials: [Cl-].[Cl-].[Ca+2] (CaCl2), OC1=CC(=NC=C1C(=O)OCC)O (Ethyl 4,6-dihydroxynicotinate), C(Cl)Cl (DCM). Solvent: O (water), O(Cl)Cl.[P+5] (phosphorus (V) oxychloride). Yields the product ClC1=CC(=NC=C1C(=O)OCC)Cl (Ethyl 4,6-dichloronicotinate). Reaction SMILES: O[C:2]1[C:7]([C:8]([O:10][CH2:11][CH3:12])=[O:9])=[CH:6][N:5]=[C:4](O)[CH:3]=1.[Cl-:14].[Cl-:15].[Ca+2].C(Cl)Cl>O(Cl)Cl.[P+5].O>[Cl:14][C:2]1[C:7]([C:8]([O:10][CH2:11][CH3:12])=[O:9])=[CH:6][N:5]=[C:4]([Cl:15])[CH:3]=1 |f:1.2.3,5.6|. Procedure: (Wallace, E., et. al., ibid.) A stirred suspension of compound ii (1.40 g, 7.67 mmol) in phosphorus (V) oxychloride (15 mL) was heated to 110° C. for 2.5 h with a guard tube (CaCl2) fitted. The reaction mixture was cooled to room temperature, reduced in vacuo and the resulting dark brown residue taken up in a small volume of DCM (˜5 mL) and transferred dropwise onto a slurry of ice in water (250 mL) whilst stirring vigorously. The aqueous mixture was extracted with EtOAc (3×100 mL), the organic ...